This data is from the Open Reaction Database (ORD), a public repository of structured organic reaction records. The task is: describe an organic reaction: reactants, conditions, products, and yield Reactants: CCCCC(NC(=O)OC(C)(C)C)C(O)c1cc1=O, CC(Cl)Cl, O, Cc1ccc(S(=O)(=O)O)cc1. Yields the product CCCCC(N)C(O)c1cc1=O, Cc1ccc(S(=O)(=O)O)cc1. As a reaction SMILES: [C:5]([O:6][C:7](=[O:8])[NH:12][CH:13]([CH:14]([OH:15])[c:16]1[c:17](=[O:19])[cH:18]1)[CH2:20][CH2:21][CH2:22][CH3:23])([CH3:9])([CH3:10])[CH3:11].[Cl:1][CH:2]([Cl:3])[CH3:4].[OH2:24].[c:25]1([CH3:35])[cH:26][cH:27][c:28]([S:31](=[O:32])(=[O:33])[OH:34])[cH:29][cH:30]1>>[NH2:12][CH:13]([CH:14]([OH:15])[c:16]1[c:17](=[O:19])[cH:18]1)[CH2:20][CH2:21][CH2:22][CH3:23].[c:25]1([CH3:35])[cH:26][cH:27][c:28]([S:31](=[O:32])(=[O:33])[OH:34])[cH:29][cH:30]1.